From a dataset of the Open Reaction Database (ORD), a public repository of structured organic reaction records. describe an organic reaction: reactants, conditions, products, and yield Starting materials: ( l ), C(C)(C)(C)OC(=O)N1C[C@H]([C@@H]([C@H](C1)OCC1=CC2=CC=CC=C2C(=C1)OC)C1=CC=C(C=C1)OCCCOCC1=C(C=CC=C1)OC)OC[C@@H](COCCOC)O ((3S,4R,5R)-3-[(2R)-2-hydroxy-3-(2-methoxy-ethoxy)-propoxy]-4-[4-[3-(2-methoxy-benzyloxy)-propoxy]-phenyl]-5-(4-methoxy-naphthalen-2-ylmethoxy)-piperidine-1-carboxylic acid tert-butyl ester), Cl (HCl). The solvent is CO (methanol). Product: COC1=C(COCCCOC2=CC=C(C=C2)[C@H]2[C@@H](CNC[C@@H]2OCC2=CC3=CC=CC=C3C(=C2)OC)OC[C@@H](COCCOC)O)C=CC=C1 ((R)-1-[(3S,4R,5R)-4-[4-[3-(2-methoxy-benzyloxy)-propoxy]-phenyl]-5-(4-methoxy-naphthalen-2-ylmethoxy)-piperidin-3-yloxy]-3-(2-methoxy-ethoxy)-propan-2-ol). RXN SMILES: C(OC([N:8]1[CH2:13][C@H:12]([O:14][CH2:15][C:16]2[CH:25]=[C:24]([O:26][CH3:27])[C:23]3[C:18](=[CH:19][CH:20]=[CH:21][CH:22]=3)[CH:17]=2)[C@@H:11]([C:28]2[CH:33]=[CH:32][C:31]([O:34][CH2:35][CH2:36][CH2:37][O:38][CH2:39][C:40]3[CH:45]=[CH:44][CH:43]=[CH:42][C:41]=3[O:46][CH3:47])=[CH:30][CH:29]=2)[C@H:10]([O:48][CH2:49][C@H:50]([OH:57])[CH2:51][O:52][CH2:53][CH2:54][O:55][CH3:56])[CH2:9]1)=O)(C)(C)C.Cl>CO>[CH3:47][O:46][C:41]1[CH:42]=[CH:43][CH:44]=[CH:45][C:40]=1[CH2:39][O:38][CH2:37][CH2:36][CH2:35][O:34][C:31]1[CH:32]=[CH:33][C:28]([C@@H:11]2[C@@H:12]([O:14][CH2:15][C:16]3[CH:25]=[C:24]([O:26][CH3:27])[C:23]4[C:18](=[CH:19][CH:20]=[CH:21][CH:22]=4)[CH:17]=3)[CH2:13][NH:8][CH2:9][C@H:10]2[O:48][CH2:49][C@H:50]([OH:57])[CH2:51][O:52][CH2:53][CH2:54][O:55][CH3:56])=[CH:29][CH:30]=1. Procedure: In analogy to the procedure described in example 1) (l) the (3S,4R,5R)-3-[(2R)-2-hydroxy-3-(2-methoxy-ethoxy)-propoxy]-4-[4-[3-(2-methoxy-benzyloxy)-propoxy]-phenyl]-5-(4-methoxy-naphthalen-2-ylmethoxy)-piperidine-1-carboxylic acid tert-butyl ester was deprotected with HCl in methanol to yield the (R)-1-[(3S,4R,5R)-4-[4-[3-(2-methoxy-benzyloxy)-propoxy]-phenyl]-5-(4-methoxy-naphthalen-2-ylmethoxy)-piperidin-3-yloxy]-3-(2-methoxy-ethoxy)-propan-2-ol as colorless oil; MS: 690.3 (M+H)+. Starting materials: CO (Methanol), FC(C1=CC=2C(=NC=C(C2)C#N)N1)(F)F (2-(Trifluoromethyl)-1H-pyrrolo[2,3-b]pyridine-5-carbonitrile), FC(C1=CC=2C(=NC=C(C2)C#N)N1)(F)F (2-(Trifluoromethyl)-1H-pyrrolo[2,3-b]pyridine-5-carbonitrile), solution. Run in C1CCOC1 (THF). Reaction conditions: time 18 hour. Product: FC(C1=CC=2C(=NC=C(C2)CN)N1)(F)F (1-[2-(trifluoromethyl)-1H-pyrrolo[2,3-b]pyridin-5-yl]methanamine). Isolated yield 72.9%. Reaction SMILES: [F:1][C:2]([F:15])([F:14])[C:3]1[NH:13][C:6]2=[N:7][CH:8]=[C:9]([C:11]#[N:12])[CH:10]=[C:5]2[CH:4]=1.CO>C1COCC1>[F:15][C:2]([F:1])([F:14])[C:3]1[NH:13][C:6]2=[N:7][CH:8]=[C:9]([CH2:11][NH2:12])[CH:10]=[C:5]2[CH:4]=1. Reported procedure: 2-(Trifluoromethyl)-1H-pyrrolo[2,3-b]pyridine-5-carbonitrile (Intermediate 4, 1.48 g, 7.01 mmol) was dissolved in THF (59 mL), cooled in an ice bath and treated with a 1M solution of borane tetrahydrofuran complex (35.0 mL, 35.0 mmol) dropwise. The reaction mixture was allowed to warm to room temperature and stirred for 18 hours. Methanol (59 mL) was added dropwise and the reaction mixture was stirred for 20 minutes at room temperature. The solvent was removed under reduced pressure and the resi... Reactants: ON=C1CCc2cc(Br)ccc2C1, C1CCOC1, Cl, [Na+], [OH-]. Yields the product NC1CCc2cc(Br)ccc2C1. RXN SMILES: [Br:1][c:2]1[cH:3][c:4]2[c:9]([cH:10][cH:11]1)[CH2:8][C:7](=[N:12][OH:13])[CH2:6][CH2:5]2.[CH2:17]1[O:18][CH2:19][CH2:20][CH2:21]1.[ClH:14].[Na+:16].[OH-:15]>>[Br:1][c:2]1[cH:3][c:4]2[c:9]([cH:10][cH:11]1)[CH2:8][CH:7]([NH2:12])[CH2:6][CH2:5]2. The reactants are COc1cccc(C(=O)Oc2cccc(CBr)c2)c1, CO, [Na], O, Sc1nc2cnccc2[nH]1. Product: COc1cccc(C(=O)Oc2cccc(CSc3nc4cnccc4[nH]3)c2)c1. Reaction SMILES: [Br:12][CH2:13][c:14]1[cH:15][c:16]([O:20][C:21]([c:22]2[cH:23][c:24]([O:28][CH3:29])[cH:25][cH:26][cH:27]2)=[O:30])[cH:17][cH:18][cH:19]1.[CH3:32][OH:33].[Na:1].[OH2:31].[SH:2][c:3]1[nH:4][c:5]2[c:6]([cH:7][n:8][cH:9][cH:10]2)[n:11]1>>[S:2]([c:3]1[nH:4][c:5]2[c:6]([cH:7][n:8][cH:9][cH:10]2)[n:11]1)[CH2:13][c:14]1[cH:15][c:16]([O:20][C:21]([c:22]2[cH:23][c:24]([O:28][CH3:29])[cH:25][cH:26][cH:27]2)=[O:30])[cH:17][cH:18][cH:19]1. Starting materials: Cl.C1(CC1)COC1=C(C=C(C=C1)C(F)F)C=1C2=C(N=CN1)C(=C(N2)C)C(=O)NC2CCNCC2 (4-[2-(cyclopropylmethoxy)-5-(difluoromethyl)phenyl]-6-methyl-N-(piperidin-4-yl)-5H-pyrrolo[3,2-d]pyrimidine-7-carboxamide hydrochloride), C(C)(=O)Cl (acetyl chloride). Yields the product C(C)(=O)N1CCC(CC1)NC(=O)C1=C(NC2=C1N=CN=C2C2=C(C=CC(=C2)C(F)F)OCC2CC2)C (N-(1-Acetylpiperidin-4-yl)-4-[2-(cyclopropylmethoxy)-5-(difluoromethyl)phenyl]-6-methyl-5H-pyrrolo[3,2-d]pyrimidine-7-carboxamide). Reaction SMILES: Cl.[CH:2]1([CH2:5][O:6][C:7]2[CH:12]=[CH:11][C:10]([CH:13]([F:15])[F:14])=[CH:9][C:8]=2[C:16]2[C:17]3[NH:24][C:23]([CH3:25])=[C:22]([C:26]([NH:28][CH:29]4[CH2:34][CH2:33][NH:32][CH2:31][CH2:30]4)=[O:27])[C:18]=3[N:19]=[CH:20][N:21]=2)[CH2:4][CH2:3]1.[C:35](Cl)(=[O:37])[CH3:36]>>[C:35]([N:32]1[CH2:31][CH2:30][CH:29]([NH:28][C:26]([C:22]2[C:18]3[N:19]=[CH:20][N:21]=[C:16]([C:8]4[CH:9]=[C:10]([CH:13]([F:14])[F:15])[CH:11]=[CH:12][C:7]=4[O:6][CH2:5][CH:2]4[CH2:4][CH2:3]4)[C:17]=3[NH:24][C:23]=2[CH3:25])=[O:27])[CH2:34][CH2:33]1)(=[O:37])[CH3:36] |f:0.1|. Procedure details: Starting from 4-[2-(cyclopropylmethoxy)-5-(difluoromethyl)phenyl]-6-methyl-N-(piperidin-4-yl)-5H-pyrrolo[3,2-d]pyrimidine-7-carboxamide hydrochloride (example D.f60) and commercially available acetyl chloride the title compound is obtained as colorless solid. Reactants: C(C)(C)C1=CC=C(C=C1)NC(OC=1C=C2CCNC2=CC1)=O (indolin-5-yl 4-isopropylphenylcarbamate), FC(S(=O)(=O)OC1=C(C=CC=C1)[Si](C)(C)C)(F)F (2-(trimethylsilyl)phenyl trifluoromethanesulfonate), [F-].[Cs+] (caesium fluoride). The solvent is C(C)#N (acetonitrile), C(C)(=O)OCC (ethyl acetate). Reaction conditions: time 8 hour. The product is C(C)(C)C1=CC=C(C=C1)NC(OC=1C=C2CCN(C2=CC1)C1=CC=CC=C1)=O (1-phenylindolin-5-yl 4-isopropylphenylcarbamate). Isolated yield 8.2%. RXN SMILES: [CH:1]([C:4]1[CH:9]=[CH:8][C:7]([NH:10][C:11](=[O:22])[O:12][C:13]2[CH:14]=[C:15]3[C:19](=[CH:20][CH:21]=2)[NH:18][CH2:17][CH2:16]3)=[CH:6][CH:5]=1)([CH3:3])[CH3:2].FC(F)(F)S(O[C:29]1[CH:34]=[CH:33][CH:32]=[CH:31][C:30]=1[Si](C)(C)C)(=O)=O.[F-].[Cs+]>C(#N)C.C(OCC)(=O)C>[CH:1]([C:4]1[CH:5]=[CH:6][C:7]([NH:10][C:11](=[O:22])[O:12][C:13]2[CH:14]=[C:15]3[C:19](=[CH:20][CH:21]=2)[N:18]([C:29]2[CH:34]=[CH:33][CH:32]=[CH:31][CH:30]=2)[CH2:17][CH2:16]3)=[CH:8][CH:9]=1)([CH3:3])[CH3:2] |f:2.3|. Reported procedure: To a solution of indolin-5-yl 4-isopropylphenylcarbamate (50 mg, 0.17 mmol) in 3.4 mL of acetonitrile was added 2-(trimethylsilyl)phenyl trifluoromethanesulfonate (41 μL, 0.17 mmol) and caesium fluoride (51 mg, 0.34 mmol) at room temperature, successively. After the reaction mixture was stirred at the same temperature overnight, the reaction mixture was diluted with ethyl acetate. The organic layer was washed with water and brine, and dried over MgSO4. After filtration, the filtrate was concentr... Starting materials: BrC1=CC=C(C=C1)NC(C1=C(C=C(C(=C1)[N+](=O)[O-])NC)F)=O (N-(4-bromophenyl)-2-fluoro-4-methylamino-5-nitro-benzamide). Reagents/catalysts: [Ni] (RaNi). The product is BrC1=CC=C(C=C1)NC(C1=C(C=C(C(=C1)N)NC)F)=O (N-(4-Bromophenyl)-2-fluoro-4-methylamino-5-amino-benzamide). As a reaction SMILES: [Br:1][C:2]1[CH:7]=[CH:6][C:5]([NH:8][C:9](=[O:22])[C:10]2[CH:15]=[C:14]([N+:16]([O-])=O)[C:13]([NH:19][CH3:20])=[CH:12][C:11]=2[F:21])=[CH:4][CH:3]=1>[Ni]>[Br:1][C:2]1[CH:3]=[CH:4][C:5]([NH:8][C:9](=[O:22])[C:10]2[CH:15]=[C:14]([NH2:16])[C:13]([NH:19][CH3:20])=[CH:12][C:11]=2[F:21])=[CH:6][CH:7]=1. Procedure: The subtitle compound is prepared from N-(4-bromophenyl)-2-fluoro-4-methylamino-5-nitro-benzamide, RaNi and H2 in analogy to example 5c. The reactants are [N-]=[N+]=[N-].[Li+] (lithium azide), CS(=O)(=O)OCC(COCCCCCCCCCCCCCCCC)CC#N (2-cyanomethyl-3-hexadecyloxypropyl methanesulfonate), N(=[N+]=[N-])CC(CSCCCCCCCCCCCCCCCC)NC(=O)OC (3-azido-1-hexadecylthio-2-methoxycarbonylaminopropane). Run in CN(C=O)C (dimethylformamide). The product is N(=[N+]=[N-])CC(COCCCCCCCCCCCCCCCC)CC#N (1-azido-2-cyanomethyl-3-hexadecyloxypropane). Yield: 96.1%. Reaction SMILES: [N-:1]=[N+:2]=[N-:3].[Li+].CS(O[CH2:10][CH:11]([CH2:30][C:31]#[N:32])[CH2:12][O:13][CH2:14][CH2:15][CH2:16][CH2:17][CH2:18][CH2:19][CH2:20][CH2:21][CH2:22][CH2:23][CH2:24][CH2:25][CH2:26][CH2:27][CH2:28][CH3:29])(=O)=O.N(CC(NC(OC)=O)CSCCCCCCCCCCCCCCCC)=[N+]=[N-]>CN(C)C=O>[N:1]([CH2:10][CH:11]([CH2:30][C:31]#[N:32])[CH2:12][O:13][CH2:14][CH2:15][CH2:16][CH2:17][CH2:18][CH2:19][CH2:20][CH2:21][CH2:22][CH2:23][CH2:24][CH2:25][CH2:26][CH2:27][CH2:28][CH3:29])=[N+:2]=[N-:3] |f:0.1|. Procedure details: Using 4.9 g (100 mM) of lithium azide, crude product of 2-cyanomethyl-3-hexadecyloxypropyl methanesulfonate Vn1a obtained in the previous reaction in 30 ml of dimethylformamide is converted by the same procedure as described in the (52) and 3.504 g (96.1% yield) of the titled compound Vn1a is obtained.